From a dataset of the Open Reaction Database (ORD), a public repository of structured organic reaction records. describe an organic reaction: reactants, conditions, products, and yield Reactants: D6, formula III, Ni(CN)4-2, Cl(=O)(=O)(=O)[O-] (perchlorate), [C-]#N.[C-]#N.[C-]#N.[C-]#N.[K+].[K+].[Ni+2] (potassium tetracyanonickelate). Run in O (water), O (water), O (water), CO (methanol). Conditions: time 10 minute. Product: [C-]#N.[C-]#N.[C-]#N.[C-]#N.[Ni+2] (tetracyanonickelate). The yield is 236.9%. As a reaction SMILES: Cl([O-])(=O)(=O)=O.[C-:6]#[N:7].[C-]#N.[C-]#N.[C-]#N.[K+].[K+].[Ni+2:16]>CO.O>[C-:6]#[N:7].[C-:6]#[N:7].[C-:6]#[N:7].[C-:6]#[N:7].[Ni+2:16] |f:1.2.3.4.5.6.7,10.11.12.13.14|. Reported procedure: Dye D6 of formula III wherein R1 =n--C4H9, R2 =n--C3H7, n=2, and X=Ni(CN)4-2, was prepared by Method IA, using 5.0 g of the dye perchlorate dissolved in 300 ml of methanol and 50 ml water to which was added with boiling a solution of 12 g of potassium tetracyanonickelate in 50 ml water, which after boiling for 10 minutes, cooling and addition of 200 ml water, yielded 4.8 g of the dye tetracyanonickelate upon filtration. The presence of the dye cation component was confirmed by the visible absorp...